From a dataset of the Open Reaction Database (ORD), a public repository of structured organic reaction records. describe an organic reaction: reactants, conditions, products, and yield Reactants: acid, O([C@H]1[C@@H](O)[C@H](O)[C@H](O)[C@@H](O1)C)CCN (2-amino ethyl α-L-fucopyranoside), C(CCl)Cl (EDC). Reagents/catalysts: CN(C)C=1C=CN=CC1 (DMAP). The solvent is CN(C)C=O (DMF). Run at time 24 hour. Yields the product CCOC(=O)C.C(=O)(C)C#N.CO (EtOAc AcCN MeOH), title compound. RXN SMILES: [O:1]([CH2:12][CH2:13][NH2:14])[C@@H:2]1[O:10][C@@H](C)[C@@H](O)[C@@H](O)[C@@H:3]1O.[CH2:15](Cl)CCl>CN(C=O)C.CN(C1C=CN=CC=1)C>[CH3:13][CH2:12][O:1][C:2]([CH3:3])=[O:10].[C:12]([C:13]#[N:14])([CH3:15])=[O:1].[CH3:2][OH:1] |f:4.5.6|. Reported procedure: To a solution of N-[(benzyl)carbonyl]-L-glutei acid (1.1 g, 3.91 mmol) and 2-amino ethyl α-L-fucopyranoside (2.026 g, 9.78 mmol) in DMF (10 mL) was added EDC (3.00 g, 15.64 mmol) and DMAP (0.048 g, 0.391 mmol). After stirring at rt for 24 hr, the reaction mixture was concentrated and the residue was purified by flash chromatography on silica gel (80 g), eluting with 100% EtOAc for 5 column volume and then isocratic EtOAc:AcCN:MeOH 6:1:1 to give the title compound. 1H NMR (CD3OD) δ 7.38-7.29 (m, ... Starting materials: N[C@@H]([C@H](O)C)C(=O)N[C@@H](CC(N)=O)C(=O)N[C@@H](CC(C)C)C(=O)N[C@@H](CCC(N)=O)C(=O)N[C@@H](CCC(O)=O)C(=O)N[C@@H](CO)C(=O)N[C@@H](CC(C)C)C(=O)N[C@@H](CCCNC(N)=N)C(=O)N[C@@H](CO)C(=O)N[C@@H](CCCCNS(=O)(=O)C1=CC=C(C)C=C1)C(=O)N[C@@H](CCC(O)=O)C(=O)O (H-Thr-Asn-Leu-Gln-Glu-Ser-Leu-Arg-Ser-Lys(Tos)-Glu-OH). Run in N (ammonia). Product: N[C@@H]([C@H](O)C)C(=O)N[C@@H](CC(N)=O)C(=O)N[C@@H](CC(C)C)C(=O)N[C@@H](CCC(N)=O)C(=O)N[C@@H](CCC(O)=O)C(=O)N[C@@H](CO)C(=O)N[C@@H](CC(C)C)C(=O)N[C@@H](CCCNC(N)=N)C(=O)N[C@@H](CO)C(=O)N[C@@H](CCCCN)C(=O)N[C@@H](CCC(O)=O)C(=O)O (H-Thr-Asn-Leu-Gln-Glu-Ser-Leu-Arg-Ser-Lys-Glu-OH). RXN SMILES: [NH2:1][C@H:2]([C:6]([NH:8][C@H:9]([C:14]([NH:16][C@H:17]([C:22]([NH:24][C@H:25]([C:31]([NH:33][C@H:34]([C:40]([NH:42][C@H:43]([C:46]([NH:48][C@H:49]([C:54]([NH:56][C@H:57]([C:65]([NH:67][C@H:68]([C:71]([NH:73][C@H:74]([C:90]([NH:92][C@H:93]([C:99]([OH:101])=[O:100])[CH2:94][CH2:95][C:96](=[O:98])[OH:97])=[O:91])[CH2:75][CH2:76][CH2:77][CH2:78][NH:79]S(C1C=CC(C)=CC=1)(=O)=O)=[O:72])[CH2:69][OH:70])=[O:66])[CH2:58][CH2:59][CH2:60][NH:61][C:62](=[NH:64])[NH2:63])=[O:55])[CH2:50][CH:51]([CH3:53])[CH3:52])=[O:47])[CH2:44][OH:45])=[O:41])[CH2:35][CH2:36][C:37](=[O:39])[OH:38])=[O:32])[CH2:26][CH2:27][C:28](=[O:30])[NH2:29])=[O:23])[CH2:18][CH:19]([CH3:21])[CH3:20])=[O:15])[CH2:10][C:11](=[O:13])[NH2:12])=[O:7])[C@@H:3]([CH3:5])[OH:4]>N>[NH2:1][C@H:2]([C:6]([NH:8][C@H:9]([C:14]([NH:16][C@H:17]([C:22]([NH:24][C@H:25]([C:31]([NH:33][C@H:34]([C:40]([NH:42][C@H:43]([C:46]([NH:48][C@H:49]([C:54]([NH:56][C@H:57]([C:65]([NH:67][C@H:68]([C:71]([NH:73][C@H:74]([C:90]([NH:92][C@H:93]([C:99]([OH:101])=[O:100])[CH2:94][CH2:95][C:96](=[O:97])[OH:98])=[O:91])[CH2:75][CH2:76][CH2:77][CH2:78][NH2:79])=[O:72])[CH2:69][OH:70])=[O:66])[CH2:58][CH2:59][CH2:60][NH:61][C:62](=[NH:63])[NH2:64])=[O:55])[CH2:50][CH:51]([CH3:53])[CH3:52])=[O:47])[CH2:44][OH:45])=[O:41])[CH2:35][CH2:36][C:37](=[O:38])[OH:39])=[O:32])[CH2:26][CH2:27][C:28](=[O:30])[NH2:29])=[O:23])[CH2:18][CH:19]([CH3:21])[CH3:20])=[O:15])[CH2:10][C:11](=[O:13])[NH2:12])=[O:7])[C@@H:3]([CH3:5])[OH:4]. Procedure details: 51.0 Milligrams of H-Thr-Asn-Leu-Gln-Glu-Ser-Leu-Arg-Ser-Lys(Tos)-Glu-OH was dissolved in liquid ammonia being dried with metallic sodium previously, then small pieces of metallic sodium were added to the solution under stirring condition until the color of the reaction mixture is changed to blue and kept it for 30 seconds to 1 minute. Further crystals of NH4Cl were added to the reaction mixture, an excess metallic sodium was neutralized, after ammonia was completely removed by distillation at a...